From a dataset of the Open Reaction Database (ORD), a public repository of structured organic reaction records. describe an organic reaction: reactants, conditions, products, and yield Starting materials: BrC=1C=C(C(=O)C2=CC=CC=C2)C=CC1 (3-Bromobenzophenone), C([O-])([O-])=O.[K+].[K+] (potassium carbonate), boronic ester, boronic ester, BrC1=CC(=C(C=C1)N1C(NN=C1C[C@H]1CN(CC1)C(=O)C1CC1)=O)F (4-(4-bromo-2-fluorophenyl)-5-{[(3S)-1-(cyclopropylcarbonyl)-3-pyrrolidinyl]methyl}-2,4-dihydro-3H-1,2,4-triazol-3-one), B1(OC(C(O1)(C)C)(C)C)B2OC(C(O2)(C)C)(C)C (bis(pinacolato)diboron), C(C)(=O)[O-].[K+] (potassium acetate), O.C(=O)(C(F)(F)F)O (water TFA). Solvent: O1CCOCC1 (1,4-dioxane). Reaction conditions: temperature 100 celsius, time 1 hour. Product: C1(CC1)C(=O)N1C[C@@H](CC1)CC=1N(C(NN1)=O)C1=C(C=C(C=C1)C1=CC(=CC=C1)C(=O)C1=CC=CC=C1)F (5-{[(3S)-1-(cyclopropylcarbonyl)-3-pyrrolidinyl]methyl}-4-[3-fluoro-3′-(phenylcarbonyl)-4-biphenylyl]-2,4-dihydro-3H-1,2,4-triazol-3-one). RXN SMILES: Br[C:2]1[CH:7]=[CH:6][C:5]([N:8]2[C:12]([CH2:13][C@@H:14]3[CH2:18][CH2:17][N:16]([C:19]([CH:21]4[CH2:23][CH2:22]4)=[O:20])[CH2:15]3)=[N:11][NH:10][C:9]2=[O:24])=[C:4]([F:25])[CH:3]=1.B1(B2OC(C)(C)C(C)(C)O2)OC(C)(C)C(C)(C)O1.C([O-])(=O)C.[K+].O.C(O)(C(F)(F)F)=O.Br[C:58]1[CH:59]=[C:60]([CH:69]=[CH:70][CH:71]=1)[C:61]([C:63]1[CH:68]=[CH:67][CH:66]=[CH:65][CH:64]=1)=[O:62].C(=O)([O-])[O-].[K+].[K+]>O1CCOCC1>[CH:21]1([C:19]([N:16]2[CH2:17][CH2:18][C@@H:14]([CH2:13][C:12]3[N:8]([C:5]4[CH:6]=[CH:7][C:2]([C:67]5[CH:66]=[CH:65][CH:64]=[C:63]([C:61]([C:60]6[CH:69]=[CH:70][CH:71]=[CH:58][CH:59]=6)=[O:62])[CH:68]=5)=[CH:3][C:4]=4[F:25])[C:9](=[O:24])[NH:10][N:11]=3)[CH2:15]2)=[O:20])[CH2:23][CH2:22]1 |f:2.3,4.5,7.8.9|. Reported procedure: In a sealed microwave vial under nitrogen, a mixture of 4-(4-bromo-2-fluorophenyl)-5-{[(3S)-1-(cyclopropylcarbonyl)-3-pyrrolidinyl]methyl}-2,4-dihydro-3H-1,2,4-triazol-3-one (124 mg, 0.303 mmol), bis(pinacolato)diboron (81 mg, 0.318 mmol), potassium acetate (89 mg, 0.909 mmol) and 1,1′-bis(diphenylphosphino)ferrocene-palladium(II)dichloride dichloromethane complex (12.37 mg, 0.015 mmol) in 1,4-dioxane (2.5 mL) was stirred at 100° C. in an oil bath for 1 h. The reaction was cooled to room tempera... Starting materials: CCNCC, CN(C)C=O, CN1Cc2c(-c3noc(CCl)n3)ncn2-c2cccc(Cl)c2C1=O. The product is CCN(CC)Cc1nc(-c2ncn3c2CN(C)C(=O)c2c(Cl)cccc2-3)no1. RXN SMILES: [CH2:25]([CH3:26])[NH:27][CH2:28][CH3:29].[CH3:30][N:31]([CH3:32])[CH:33]=[O:34].[Cl:1][c:2]1[cH:3][cH:4][cH:5][c:6]2[c:7]1[C:8](=[O:24])[N:9]([CH3:23])[CH2:10][c:11]1[n:12]-2[cH:13][n:14][c:15]1-[c:16]1[n:17][o:18][c:19]([CH2:21][Cl:22])[n:20]1>>[Cl:1][c:2]1[cH:3][cH:4][cH:5][c:6]2[c:7]1[C:8](=[O:24])[N:9]([CH3:23])[CH2:10][c:11]1[n:12]-2[cH:13][n:14][c:15]1-[c:16]1[n:17][o:18][c:19]([CH2:21][N:27]([CH2:25][CH3:26])[CH2:28][CH3:29])[n:20]1. Starting materials: N1C=NC=C1 (imidazole), ClC=1N=C(C2=C(N1)SC(=C2C)C)NCC2=CC(=C(C=C2)OC)Cl (2-chloro-5,6-dimethyl-4-(3-chloro-4-methoxybenzylamino)-thieno-[2,3-d]-pyrimidine). Product: N1(C=NC=C1)C=1N=C(C2=C(N1)SC(=C2C)C)NCC2=CC(=C(C=C2)OC)Cl (2-(imidazol-1-yl)-5,6-dimethyl-4-(3-chloro-4-methoxybenzylamino)-thieno-[2,3-d]-pyrimidine). RXN SMILES: [NH:1]1[CH:5]=[CH:4][N:3]=[CH:2]1.Cl[C:7]1[N:8]=[C:9]([NH:18][CH2:19][C:20]2[CH:25]=[CH:24][C:23]([O:26][CH3:27])=[C:22]([Cl:28])[CH:21]=2)[C:10]2[C:15]([CH3:16])=[C:14]([CH3:17])[S:13][C:11]=2[N:12]=1>>[N:1]1([C:7]2[N:8]=[C:9]([NH:18][CH2:19][C:20]3[CH:25]=[CH:24][C:23]([O:26][CH3:27])=[C:22]([Cl:28])[CH:21]=3)[C:10]3[C:15]([CH3:16])=[C:14]([CH3:17])[S:13][C:11]=3[N:12]=2)[CH:5]=[CH:4][N:3]=[CH:2]1. Procedure details: Following the procedure of Example 97, the reaction of imidazole with 2-chloro-5,6-dimethyl-4-(3-chloro-4-methoxybenzylamino)-thieno-[2,3-d]-pyrimidine gives 2-(imidazol-1-yl)-5,6-dimethyl-4-(3-chloro-4-methoxybenzylamino)-thieno-[2,3-d]-pyrimidine. Reactants: OC=1C=CC=2C=3N(C(=NC2C1)NC(C1=CN=CC=C1)=O)CCN3 (N-(8-hydroxy-2,3-dihydroimidazo[1,2-c]quinazolin-5-yl)nicotinamide), ClCC1=CC=C(C=C1)S(=O)(=O)C (1-(chloromethyl)-4-(methylsulfonyl)benzene). Yields the product CS(=O)(=O)C1=CC=C(COC=2C=CC=3C=4N(C(=NC3C2)NC(C2=CN=CC=C2)=O)CCN4)C=C1 (N-(8-{[4-(methylsulfonyl)benzyl]oxy}-2,3-dihydroimidazo[1,2-c]quinazolin-5-yl)nicotinamide). As a reaction SMILES: [OH:1][C:2]1[CH:3]=[CH:4][C:5]2[C:6]3[N:7]([CH2:21][CH2:22][N:23]=3)[C:8]([NH:12][C:13](=[O:20])[C:14]3[CH:19]=[CH:18][CH:17]=[N:16][CH:15]=3)=[N:9][C:10]=2[CH:11]=1.Cl[CH2:25][C:26]1[CH:31]=[CH:30][C:29]([S:32]([CH3:35])(=[O:34])=[O:33])=[CH:28][CH:27]=1>>[CH3:35][S:32]([C:29]1[CH:30]=[CH:31][C:26]([CH2:25][O:1][C:2]2[CH:3]=[CH:4][C:5]3[C:6]4[N:7]([CH2:21][CH2:22][N:23]=4)[C:8]([NH:12][C:13](=[O:20])[C:14]4[CH:19]=[CH:18][CH:17]=[N:16][CH:15]=4)=[N:9][C:10]=3[CH:11]=2)=[CH:27][CH:28]=1)(=[O:33])=[O:34]. Procedure details: The procedure used for the preparation of Example 24 was used to prepare the title compound from N-(8-hydroxy-2,3-dihydroimidazo[1,2-c]quinazolin-5-yl)nicotinamide (Example 2-5 in WO2004029055) and 1-(chloromethyl)-4-(methylsulfonyl)benzene (20 mg, 4%). TLC: Rf=0.91 in 10% MeOH/CH2Cl2, HPLC MS RT=1.91 min, MH+=476.2; 1H NMR (DMSO-d6) δ: 3.22 (3H, s), 4.00-4.15 (4H, m), 5.33 (2H, s), 6.93 (1H, d), 7.39 (1H, s), 7.51 (1H, dd), 7.71 (2H, d), 7.78 (1H, d), 7.95 (2H, d), 8.42 (1H, d), 8.70 (1H, m), 9... The reactants are COCCN(C=1C(=CC=CC1)N)CCOC (N,N-bis(2-methoxyethyl)benzene-1,2-diamine), C(=S)(Cl)Cl (thiophosgene), O (water), Ice water. Solvent: O1CCOCC1 (dioxane). Reaction conditions: temperature 0 celsius, time 4 hour. Yields the product COCCN(C1=C(C=CC=C1)N=C=S)CCOC (2-[bis(2-methoxyethyl)amino]phenyl isothiocyanate). Reaction SMILES: [CH3:1][O:2][CH2:3][CH2:4][N:5]([CH2:13][CH2:14][O:15][CH3:16])[C:6]1[C:7]([NH2:12])=[CH:8][CH:9]=[CH:10][CH:11]=1.[C:17](Cl)(Cl)=[S:18].O>O1CCOCC1>[CH3:1][O:2][CH2:3][CH2:4][N:5]([CH2:13][CH2:14][O:15][CH3:16])[C:6]1[CH:11]=[CH:10][CH:9]=[CH:8][C:7]=1[N:12]=[C:17]=[S:18]. Procedure details: A solution of N,N-bis(2-methoxyethyl)benzene-1,2-diamine (7.5 g) in dioxane (10 ml) was added to a mixture of thiophosgene (4 ml) and water (60 ml) which had been cooled to 0° C. The temperature of the mixture was allowed to rise to ambient and the mixture was stirred for 4 hours. Ice water (50 ml) was added and the mixture extracted with ether (3×20 ml). The extract was washed with water (50 ml) and brine (50 ml), dried and evaporated to give a residue which was heated at 45° C. under vacuum (1... The reactants are CCOC(=O)C1(NC(=O)C(c2ccccc2)C2CCCC2)Cc2ccccc2C1, CCO, [K+], [OH-]. Yields the product O=C(NC1(C(=O)O)Cc2ccccc2C1)C(c1ccccc1)C1CCCC1. As a reaction SMILES: [CH2:1]([CH3:2])[O:3][C:4](=[O:5])[C:6]1([NH:15][C:16]([CH:17]([c:18]2[cH:19][cH:20][cH:21][cH:22][cH:23]2)[CH:24]2[CH2:25][CH2:26][CH2:27][CH2:28]2)=[O:29])[CH2:7][c:8]2[cH:9][cH:10][cH:11][cH:12][c:13]2[CH2:14]1.[CH3:32][CH2:33][OH:34].[K+:31].[OH-:30]>>[O:3]=[C:4]([OH:5])[C:6]1([NH:15][C:16]([CH:17]([c:18]2[cH:19][cH:20][cH:21][cH:22][cH:23]2)[CH:24]2[CH2:25][CH2:26][CH2:27][CH2:28]2)=[O:29])[CH2:7][c:8]2[cH:9][cH:10][cH:11][cH:12][c:13]2[CH2:14]1. Reactants: COc1cn(-c2ccc(OCc3ccccc3)cc2F)nc(-c2ccnn2-c2ccccc2)c1=O, C1CCOC1, CO. Yields the product COc1cn(-c2ccc(O)cc2F)nc(-c2ccnn2-c2ccccc2)c1=O. Reaction SMILES: [CH2:1]([c:2]1[cH:3][cH:4][cH:5][cH:6][cH:7]1)[O:8][c:9]1[cH:10][c:11]([F:35])[c:12](-[n:15]2[n:16][c:17](-[c:24]3[cH:25][cH:26][n:27][n:28]3-[c:29]3[cH:30][cH:31][cH:32][cH:33][cH:34]3)[c:18](=[O:23])[c:19]([O:21][CH3:22])[cH:20]2)[cH:13][cH:14]1.[CH2:36]1[O:37][CH2:38][CH2:39][CH2:40]1.[CH3:41][OH:42]>>[OH:8][c:9]1[cH:10][c:11]([F:35])[c:12](-[n:15]2[n:16][c:17](-[c:24]3[cH:25][cH:26][n:27][n:28]3-[c:29]3[cH:30][cH:31][cH:32][cH:33][cH:34]3)[c:18](=[O:23])[c:19]([O:21][CH3:22])[cH:20]2)[cH:13][cH:14]1.